This data is from the Open Reaction Database (ORD), a public repository of structured organic reaction records. The task is: describe an organic reaction: reactants, conditions, products, and yield The reactants are CC(NC(=O)OC(C)(C)C)c1ccc(NS(C)(=O)=O)c(C#Cc2ccccc2)c1, ClCCl, O=C(O)C(F)(F)F. Yields the product CC(N)c1ccc(NS(C)(=O)=O)c(C#Cc2ccccc2)c1. RXN SMILES: [C:1]([O:2][C:3](=[O:4])[NH:7][CH:8]([CH3:9])[c:10]1[cH:11][c:12]([C:21]#[C:22][c:23]2[cH:24][cH:25][cH:26][cH:27][cH:28]2)[c:13]([NH:16][S:17](=[O:18])(=[O:19])[CH3:20])[cH:14][cH:15]1)([CH3:5])([CH3:6])[CH3:29].[CH2:37]([Cl:38])[Cl:39].[OH:30][C:31]([C:32]([F:33])([F:34])[F:35])=[O:36]>>[NH2:7][CH:8]([CH3:9])[c:10]1[cH:11][c:12]([C:21]#[C:22][c:23]2[cH:24][cH:25][cH:26][cH:27][cH:28]2)[c:13]([NH:16][S:17](=[O:18])(=[O:19])[CH3:20])[cH:14][cH:15]1.